The task is: describe an organic reaction: reactants, conditions, products, and yield. This data is from the Open Reaction Database (ORD), a public repository of structured organic reaction records. Reactants: ClC1=NC2=CC=CC=C2C(=C1C=O)C1=CC=C(C=C1)F (2-Chloro-4-(4-fluorophenyl)-3-quinolinecarboxaldehyde), CNC (dimethylamine). Solvent: C1(=CC=CC=C1)C (toluene). Run at time 14 hour. The product is ethyl acetate hexanes, CN(C1=NC2=CC=CC=C2C(=C1C=O)C1=CC=C(C=C1)F)C (2-(dimethylamino)-4-(4-fluorophenyl)-3-quinolinecarboxaldehyde). The yield is 10.0%. RXN SMILES: Cl[C:2]1[C:11]([CH:12]=[O:13])=[C:10]([C:14]2[CH:19]=[CH:18][C:17]([F:20])=[CH:16][CH:15]=2)[C:9]2[C:4](=[CH:5][CH:6]=[CH:7][CH:8]=2)[N:3]=1.[CH3:21][NH:22][CH3:23]>C1(C)C=CC=CC=1>[CH3:21][N:22]([CH3:23])[C:2]1[C:11]([CH:12]=[O:13])=[C:10]([C:14]2[CH:19]=[CH:18][C:17]([F:20])=[CH:16][CH:15]=2)[C:9]2[C:4](=[CH:5][CH:6]=[CH:7][CH:8]=2)[N:3]=1. Reported procedure: 2-Chloro-4-(4-fluorophenyl)-3-quinolinecarboxaldehyde (5.28 g) and 15 ml of dimethylamine are dissolved in 75 ml of toluene. This mixture is autoclaved for 14 hours at 123°-136° C. The mixture is cooled, evaporated to dryness, and partitioned between ethyl acetate and a saturated aqueous solution of potassium carbonate. The ethyl acetate layer is dried (magnesium sulfate) and evaporated to give an orange oil. Chromatography (silica, 10% ethyl acetate/hexanes) gives 4.20 g of 2-(dimethylamino)-4-... Reactants: C(C)[Mg]Br (ethylmagnesium bromide), OCC=1C=C(CSC=2C=C(C=CC2)C2=C(C=C(C=C2)C(=O)OC)C)C=CC1CO (methyl 3′-(3,4-bis-hydroxymethyl-benzylsulphanyl)-2-methylbiphenyl-4-carboxylate), C1CCOC1 (THF), [Cl-].[NH4+] (ammonium chloride). Conditions: time 1 hour. Product: C(C)C(CC)(O)C1=CC(=C(C=C1)C1=CC(=CC=C1)SCC1=CC(=C(C=C1)CO)CO)C ({4-[4′-(1-Ethyl-1-hydroxypropyl)-2′-methylbiphenyl-3-ylsulphanylmethyl]-2-hydroxymethylphenyl}methanol). Reaction SMILES: [OH:1][CH2:2][C:3]1[CH:4]=[C:5]([CH:25]=[CH:26][C:27]=1[CH2:28][OH:29])[CH2:6][S:7][C:8]1[CH:9]=[C:10]([C:14]2[CH:19]=[CH:18][C:17]([C:20]([O:22]C)=O)=[CH:16][C:15]=2[CH3:24])[CH:11]=[CH:12][CH:13]=1.[CH2:30]([Mg]Br)[CH3:31].[Cl-].[NH4+].[CH2:36]1COC[CH2:37]1>>[CH2:36]([C:20]([C:17]1[CH:18]=[CH:19][C:14]([C:10]2[CH:11]=[CH:12][CH:13]=[C:8]([S:7][CH2:6][C:5]3[CH:25]=[CH:26][C:27]([CH2:28][OH:29])=[C:3]([CH2:2][OH:1])[CH:4]=3)[CH:9]=2)=[C:15]([CH3:24])[CH:16]=1)([OH:22])[CH2:30][CH3:31])[CH3:37] |f:2.3|. Procedure details: 130 mg (0.3 mmol) of methyl 3′-(3,4-bis-hydroxymethyl-benzylsulphanyl)-2-methylbiphenyl-4-carboxylate are dissolved in 10 mL of anhydrous THF and 0.7 mL (2 mmol) of an ethylmagnesium bromide solution (3M) are then added. The reaction medium is stirred for 1 h and then treated with ammonium chloride solution. After extraction with ethyl acetate, the organic phases are combined, dried and concentrated under reduced pressure. The residue is purified by chromatography on a column of silica. A colour... Starting materials: C(CCC)C1=NC2=C(N1CC1=CC=C(C=C1)C=1C(=CC=CC1)C(=O)OC(C)(C)C)C=C(C=C2)N(C(CCC)=O)C (tert.butyl 4'-[(2-n-butyl-6-(N-butanoyl-methylamino)-benzimidazol-1-yl)-methyl]biphenyl-2-carboxylate), FC(C(=O)O)(F)F (trifluoroacetic acid). Reaction SMILES: [CH2:1]([C:5]1[N:9]([CH2:10][C:11]2[CH:16]=[CH:15][C:14]([C:17]3[C:18]([C:23]([O:25]C(C)(C)C)=[O:24])=[CH:19][CH:20]=[CH:21][CH:22]=3)=[CH:13][CH:12]=2)[C:8]2[CH:30]=[C:31]([N:34]([CH3:40])[C:35](=[O:39])[CH2:36][CH2:37][CH3:38])[CH:32]=[CH:33][C:7]=2[N:6]=1)[CH2:2][CH2:3][CH3:4].FC(F)(F)C(O)=O>>[CH2:1]([C:5]1[N:9]([CH2:10][C:11]2[CH:16]=[CH:15][C:14]([C:17]3[C:18]([C:23]([OH:25])=[O:24])=[CH:19][CH:20]=[CH:21][CH:22]=3)=[CH:13][CH:12]=2)[C:8]2[CH:30]=[C:31]([N:34]([CH3:40])[C:35](=[O:39])[CH2:36][CH2:37][CH3:38])[CH:32]=[CH:33][C:7]=2[N:6]=1)[CH2:2][CH2:3][CH3:4]. Procedure details: Prepared in analogous manner to Example 9 from tert.butyl 4'-[(2-n-butyl-6-(N-butanoyl-methylamino)-benzimidazol-1-yl)-methyl]biphenyl-2-carboxylate and trifluoroacetic acid. Product: C(CCC)C1=NC2=C(N1CC1=CC=C(C=C1)C=1C(=CC=CC1)C(=O)O)C=C(C=C2)N(C(CCC)=O)C (4'-[(2-n-Butyl-6-(N-butanoyl-methylamino)-benzimidazol-1-yl)-methyl]biphenyl-2-carboxylic acid). The reactants are P(=O)(OCC)(SCCC)OC1=CC(=CC=C1)C=O (O-Ethyl S-propyl O-(3-formylphenyl) thiophosphate), C(C)O (ethanol), C(C1=CC=CC=C1)(=O)NN (benzoylhydrazine), CO (methanol). The solvent is C(Cl)Cl (methylene chloride). Conditions: time 8 hour. Yields the product P(=O)(OCC)(SCCC)OC1=CC(=CC=C1)C=NNC(C1=CC=CC=C1)=O (O-Ethyl S-Propyl O-[3-(Benzoylhydrazonomethyl)phenyl] Thiophosphate), O-ethyl S-propyl O-[3-(benzoylhydrazonomethyl)phenyl]thiophosphate. As a reaction SMILES: [P:1]([O:10][C:11]1[CH:16]=[CH:15][CH:14]=[C:13]([CH:17]=O)[CH:12]=1)([S:6][CH2:7][CH2:8][CH3:9])([O:3][CH2:4][CH3:5])=[O:2].C(O)C.[C:22]([NH:30][NH2:31])(=[O:29])[C:23]1[CH:28]=[CH:27][CH:26]=[CH:25][CH:24]=1.CO>C(Cl)Cl>[P:1]([O:10][C:11]1[CH:16]=[CH:15][CH:14]=[C:13]([CH:17]=[N:31][NH:30][C:22](=[O:29])[C:23]2[CH:28]=[CH:27][CH:26]=[CH:25][CH:24]=2)[CH:12]=1)([S:6][CH2:7][CH2:8][CH3:9])([O:3][CH2:4][CH3:5])=[O:2]. Reported procedure: O-Ethyl S-propyl O-(3-formylphenyl) thiophosphate (6.0 grams; 0.016 mole), ethanol (100 ml) and benzoylhydrazine (2.18 grams; 0.016 mole) were charged into a glass reaction vessel equipped with a mechanical stirrer. The reaction mixture was stirred at room temperature overnight. After this time the reaction mixture was stripped of methanol leaving an orange oil. This oil was dissolved in methylene chloride and the resulting solution was washed twice with water (100 ml), twice with aqueous sodium... Reaction SMILES: [CH3:32][CH2:33][OH:34].[NH2:30][NH2:31].[O:1]=[C:2]1[N:3]([CH2:12][CH2:13][CH2:14][O:15][c:16]2[cH:17][c:18]([C:19](=[O:20])[N:21]3[CH2:22][CH2:23][CH2:24][CH2:25][CH2:26]3)[cH:27][cH:28][cH:29]2)[C:10](=[O:11])[c:5]2[c:4]1[cH:9][cH:8][cH:7][cH:6]2>>[NH2:3][CH2:12][CH2:13][CH2:14][O:15][c:16]1[cH:17][c:18]([C:19](=[O:20])[N:21]2[CH2:22][CH2:23][CH2:24][CH2:25][CH2:26]2)[cH:27][cH:28][cH:29]1. Yields the product NCCCOc1cccc(C(=O)N2CCCCC2)c1. Reactants: CCO, NN, O=C(c1cccc(OCCCN2C(=O)c3ccccc3C2=O)c1)N1CCCCC1. As a reaction SMILES: [CH2:1]([C:5]1=[CH:6][N:7]([C:24]([CH3:27])([CH3:26])[CH3:25])[S:8]/[C:9]/1=[N:10]\[C:11]([C:13]1([CH3:23])[CH2:17][CH2:16][CH:15]([C:18]([OH:20])=O)[C:14]1([CH3:22])[CH3:21])=[O:12])[CH2:2][CH2:3][CH3:4].Cl.[CH3:29][NH2:30]>>[CH2:1]([C:5]1=[CH:6][N:7]([C:24]([CH3:26])([CH3:25])[CH3:27])[S:8]/[C:9]/1=[N:10]\[C:11]([C:13]1([CH3:23])[CH2:17][CH2:16][CH:15]([C:18]([NH:30][CH3:29])=[O:20])[C:14]1([CH3:22])[CH3:21])=[O:12])[CH2:2][CH2:3][CH3:4] |f:1.2|. The product is C(CCC)C/1=CN(S\C1=N/C(=O)C1(C(C(CC1)C(=O)NC)(C)C)C)C(C)(C)C (N1-[(5Z)-4-butyl-2-tert-butylisothiazol-5(2H)-ylidene]-N3,1,2,2-tetramethylcyclopentane-1,3-dicarboxamide). The reactants are C(CCC)C/1=CN(S\C1=N/C(=O)C1(C(C(CC1)C(=O)O)(C)C)C)C(C)(C)C (3-({[(5Z)-4-butyl-2-tert-butylisothiazol-5(2H)-ylidene]amino}carbonyl)-2,2,3-trimethylcyclopentanecarboxylic acid), Cl.CN (methylamine hydrochloride). Reported procedure: The product from Example 96 and methylamine hydrochloride (Aldrich) were processed using the method described in Example 99 to afford the title compound. 1H NMR (DMSO-d6) δ 0.47 (s, 3H), 0.90 (t, J=7.3 Hz, 3H), 1.19 (s, 3H), 1.22 (s, 3H), 1.26-1.33 (m, 2H), 1.36-1.45 (m, 1H), 1.57 (s, 9H), 1.57-1.68 (m, 3H), 1.95-2.07 (m, 1H), 2.57 (d, J=4.7 Hz, 3H), 2.60-2.67 (m, 3H), 2.72-2.83 (m, 1H), 4.78 (q, J=4.5 Hz, 1H), 8.49 (s, 1H). MS (ESI+) m/z 408 (M+H)+. Anal. calcd. for C22H37N3O2S: C, 64.83; H, 9....